Dataset: the Open Reaction Database (ORD), a public repository of structured organic reaction records. Task: describe an organic reaction: reactants, conditions, products, and yield The reactants are Cl.C(C1=CC=CC=C1)NN (benzylhydrazine hydrochloride), C(C(=O)C)=O (pyruvaldehyde). Solvent: O (water), O (water), C(Cl)Cl (CH2Cl2). Run at time 8 hour. Yields the product C(C1=CC=CC=C1)NN=CC(C)=O (2-oxopropanal benzylhydrazone). Yield: 100.4%. As a reaction SMILES: Cl.[CH2:2]([NH:9][NH2:10])[C:3]1[CH:8]=[CH:7][CH:6]=[CH:5][CH:4]=1.[CH:11](=O)[C:12]([CH3:14])=[O:13]>O.C(Cl)Cl>[CH2:2]([NH:9][N:10]=[CH:11][C:12](=[O:13])[CH3:14])[C:3]1[CH:8]=[CH:7][CH:6]=[CH:5][CH:4]=1 |f:0.1|. Reported procedure: To a solution of benzylhydrazine hydrochloride (11.1 g, 57.1 mmol) in water (100 mL) was added dropwise a solution of pyruvaldehyde (10.3 g, 9.3 mL, 57.1 mmol) in water (500 mL). The mixture was stirred at room temperature overnight. The reaction mixture was diluted with CH2Cl2 (4×150 mL). The combined organic extracts were washed with saturated aqueous NaCl, dried over Na2SO4, filtered and concentrated to provide 2-oxopropanal benzylhydrazone (10.1 g, 100%). Starting materials: OCc1cc(F)ccc1Br, CN1CCC(=O)CC1. Product: CN1CCC(O)(c2ccc(F)cc2CO)CC1. RXN SMILES: [Br:1][c:2]1[c:3]([CH2:4][OH:5])[cH:6][c:7]([F:10])[cH:8][cH:9]1.[CH3:11][N:12]1[CH2:13][CH2:14][C:15](=[O:18])[CH2:16][CH2:17]1>>[c:2]1([C:15]2([OH:18])[CH2:14][CH2:13][N:12]([CH3:11])[CH2:17][CH2:16]2)[c:3]([CH2:4][OH:5])[cH:6][c:7]([F:10])[cH:8][cH:9]1. The reactants are CC=1SC2=C(N1)C1=CC=CC=C1C=C2 (2-methylnaphtho[1,2-d]thiazole), BrN1C(CCC1=O)=O (N-bromosuccinimide). The reagents and catalysts are C(C1=CC=CC=C1)(=O)OOC(C1=CC=CC=C1)=O (benzoyl peroxide). Run in C(Cl)(Cl)(Cl)Cl (carbon tetrachloride). Run at time 6 hour. The product is BrCC=1SC2=C(N1)C1=CC=CC=C1C=C2 (2-bromomethylnaphtho[1,2-d]thiazole). Isolated yield 63.0%. As a reaction SMILES: [CH3:1][C:2]1[S:3][C:4]2[CH:14]=[CH:13][C:12]3[C:7](=[CH:8][CH:9]=[CH:10][CH:11]=3)[C:5]=2[N:6]=1.[Br:15]N1C(=O)CCC1=O>C(Cl)(Cl)(Cl)Cl.C(OOC(=O)C1C=CC=CC=1)(=O)C1C=CC=CC=1>[Br:15][CH2:1][C:2]1[S:3][C:4]2[CH:14]=[CH:13][C:12]3[C:7](=[CH:8][CH:9]=[CH:10][CH:11]=3)[C:5]=2[N:6]=1. Procedure: To 3.98 g of 2-methylnaphtho[1,2-d]thiazole dissolved in carbon tetrachloride (40 ml) was added 3.56 g of N-bromosuccinimide and 0.20 g of benzoyl peroxide, followed by 6 hours of heating under reflux. After cooling the reaction solution, insoluble matter was removed by filtration, and the solvent was evaporated. The residue was subjected to silica gel column chromatography eluted with hexane-chloroform (5:1) to obtain 3.50 g (63%) of 2-bromomethylnaphtho[1,2-d]thiazole. The reactants are COC(=O)c1ccc(N2CCCC(N(Cc3cc(C(F)(F)F)cc(C(F)(F)F)c3)c3nnn(C)n3)c3cc(C)c(C(F)(F)F)cc32)cc1, CO, Cl, [Na+], [OH-]. Product: Cc1cc2c(cc1C(F)(F)F)N(c1ccc(C(=O)O)cc1)CCCC2N(Cc1cc(C(F)(F)F)cc(C(F)(F)F)c1)c1nnn(C)n1. RXN SMILES: [CH3:3][O:4][C:5]([c:6]1[cH:7][cH:8][c:9]([N:12]2[c:13]3[c:14]([cH:41][c:42]([CH3:49])[c:43]([C:45]([F:46])([F:47])[F:48])[cH:44]3)[CH:15]([N:19]([c:20]3[n:21][n:22][n:23]([CH3:25])[n:24]3)[CH2:26][c:27]3[cH:28][c:29]([C:37]([F:38])([F:39])[F:40])[cH:30][c:31]([C:33]([F:34])([F:35])[F:36])[cH:32]3)[CH2:16][CH2:17][CH2:18]2)[cH:10][cH:11]1)=[O:50].[CH3:52][OH:53].[ClH:51].[Na+:2].[OH-:1]>>[O:4]=[C:5]([c:6]1[cH:7][cH:8][c:9]([N:12]2[c:13]3[c:14]([cH:41][c:42]([CH3:49])[c:43]([C:45]([F:46])([F:47])[F:48])[cH:44]3)[CH:15]([N:19]([c:20]3[n:21][n:22][n:23]([CH3:25])[n:24]3)[CH2:26][c:27]3[cH:28][c:29]([C:37]([F:38])([F:39])[F:40])[cH:30][c:31]([C:33]([F:34])([F:35])[F:36])[cH:32]3)[CH2:16][CH2:17][CH2:18]2)[cH:10][cH:11]1)[OH:50]. The yield is 54.3%. Run in O (water), C1CCOC1 (THF). As a reaction SMILES: [Cl:1][C:2]1[CH:7]=[C:6]([O:8][CH3:9])[C:5]([CH:10]=[CH2:11])=[CH:4][C:3]=1[C:12]1[CH:17]=[C:16]([Cl:18])[CH:15]=[CH:14][C:13]=1[Cl:19].[OH-:20].[Na+].OO>C1COCC1.O>[Cl:19][C:13]1[CH:14]=[CH:15][C:16]([Cl:18])=[CH:17][C:12]=1[C:3]1[C:2]([Cl:1])=[CH:7][C:6]([O:8][CH3:9])=[C:5]([CH2:10][CH2:11][OH:20])[CH:4]=1 |f:1.2|. Reported procedure: To a stirring solution of 2,2′,5′-trichloro-4-methoxy-5-vinyl-1,1′-biphenyl (310 mg, 1 mmol) in THF (15 mL) under nitrogen at room temperature, BH3 (2 mL, 1N) was added. After stirring for 8 h, a mixture of NaOH (160 mg, 4 mmol) in water (3 mL) and H2O2 (30% in H2O, 0.3 g, 4 mmol) was added and the resulting mixture was stirred for 6 h. The reaction was quenched with NaHCO3 aqueous solution and extracted with ethyl acetate. The organic layer was washed with brine, dried over Na2SO4 and concentra... Conditions: time 8 hour. The reactants are [OH-].[Na+] (NaOH), OO (H2O2), ClC1=C(C=C(C(=C1)OC)C=C)C1=C(C=CC(=C1)Cl)Cl (2,2′,5′-trichloro-4-methoxy-5-vinyl-1,1′-biphenyl). The product is ClC1=C(C=C(C=C1)Cl)C1=CC(=C(C=C1Cl)OC)CCO (2-(2′,5′,6-Trichloro-4-methoxy-[1,1′-biphenyl]-3-yl)ethanol).